This data is from the Open Reaction Database (ORD), a public repository of structured organic reaction records. The task is: describe an organic reaction: reactants, conditions, products, and yield Procedure details: 3.8 g of triethyl aluminum were dissolved in 100 ml of dimethoxyethane, and the solution was cooled to -5° C. Under nitrogen gas current, a solution of 10.8 g of o-acetoxybenzoic acid dissolved in 100 ml of dimethoxyethane was added dropwise little by little to the above solution. After completion of the dropwise addition, the temperature of the mixture was returned to room temperature, and the reaction mixture was thrown into a great quantity of water. The precipitated crude crystals were recov... Isolated yield 93.1%. The solvent is C(OC)COC (dimethoxyethane), C(OC)COC (dimethoxyethane). Yields the product C(C)(=O)OC1=C(C(=O)[O-])C=CC=C1.C(C)(=O)OC1=C(C(=O)[O-])C=CC=C1.C(C)(=O)OC1=C(C(=O)[O-])C=CC=C1.[Al+3] (aluminum tris-(o-acetoxybenzoate)). Reactants: C(C)(=O)OC1=C(C(=O)O)C=CC=C1 (o-acetoxybenzoic acid), C(C)[Al](CC)CC (triethyl aluminum), O (water). As a reaction SMILES: C([Al:3](CC)CC)C.[C:8]([O:11][C:12]1[CH:20]=[CH:19][CH:18]=[CH:17][C:13]=1[C:14]([OH:16])=[O:15])(=[O:10])[CH3:9].O>C(COC)OC>[C:8]([O:11][C:12]1[CH:20]=[CH:19][CH:18]=[CH:17][C:13]=1[C:14]([O-:16])=[O:15])(=[O:10])[CH3:9].[C:8]([O:11][C:12]1[CH:20]=[CH:19][CH:18]=[CH:17][C:13]=1[C:14]([O-:16])=[O:15])(=[O:10])[CH3:9].[C:8]([O:11][C:12]1[CH:20]=[CH:19][CH:18]=[CH:17][C:13]=1[C:14]([O-:16])=[O:15])(=[O:10])[CH3:9].[Al+3:3] |f:4.5.6.7|. Reaction conditions: temperature -5 celsius. Reactants: OC1=CC=CC=2C[C@@H]3[C@@H]4CCC(C[C@@]4(C12)CCN3C)=O ((-)-4-hydroxy-N-methylmorphinan-6-one), C(C)(=O)OC(C)=O (acetic anhydride). Run in N1=CC=CC=C1 (pyridine). Reaction conditions: time 8 hour. Product: C(C)(=O)OC1=CC=CC=2C[C@@H]3[C@@H]4CCC(C[C@@]4(C12)CCN3C)=O ((-)-4-Acetoxy-6-keto-N-methylmorphinan). As a reaction SMILES: [OH:1][C:2]1[C:15]2[C@:14]34[CH2:16][CH2:17][N:18]([CH3:19])[C@@H:8]([C@@H:9]3[CH2:10][CH2:11][C:12](=[O:20])[CH2:13]4)[CH2:7][C:6]=2[CH:5]=[CH:4][CH:3]=1.[C:21](OC(=O)C)(=[O:23])[CH3:22]>N1C=CC=CC=1>[C:21]([O:1][C:2]1[C:15]2[C@:14]34[CH2:16][CH2:17][N:18]([CH3:19])[C@@H:8]([C@@H:9]3[CH2:10][CH2:11][C:12](=[O:20])[CH2:13]4)[CH2:7][C:6]=2[CH:5]=[CH:4][CH:3]=1)(=[O:23])[CH3:22]. Procedure details: A mixture of (-)-4-hydroxy-N-methylmorphinan-6-one (500 mg, 1.84 mmol), acetic anhydride (5 ml), and pyridine (10 ml) was stirred at room temperature overnight. Acetic anhydride and pyridine were evaporated under vacuum and the residue was taken into toluene and evaporated again. The crude product was taken into CHCl3 and washed with H2O, dried and evaporated to give a foam which was recrystallized from iPr2O-hexane to afford (301 mg, 65%). An analytical sample was recrystallized from iPr2 : mp ... Reactants: C1(CCCCC1)C(=O)C (cyclohexylmethylketone), FC(C(=O)OCC)F (ethyl difluoroacetate), C[O-].[Na+] (sodium methoxide), Cl (HCl). Run in O (water), CCOC(=O)C (EtOAc), COCCOC (DME). Reaction conditions: time 1 hour. Product: FC(C(CC(=O)C1CCCCC1)=O)F (4,4-DIFLUORO-1-CYCLOHEXYL-1,3-BUTANEDIONE). As a reaction SMILES: [CH:1]1([C:7]([CH3:9])=[O:8])[CH2:6][CH2:5][CH2:4][CH2:3][CH2:2]1.[F:10][CH:11]([F:17])[C:12](OCC)=[O:13].C[O-].[Na+].Cl>COCCOC.O.CCOC(C)=O>[F:10][CH:11]([F:17])[C:12](=[O:13])[CH2:9][C:7]([CH:1]1[CH2:6][CH2:5][CH2:4][CH2:3][CH2:2]1)=[O:8] |f:2.3|. Procedure details: To a stirred solution of cyclohexylmethylketone (2.52 g, 20 mmol) in DME (50 mL) at −20° C. was added ethyl difluoroacetate (7.44 g, 60 mmol) and sodium methoxide (6.48 g, 120 mmol), and the resulting reaction mixture was then stirred at room temperature for 1 hour. EtOAc (500 ml) and water (50 ml) were added, and the pH of the aqueous layer was adjusted to 6 by addition of 1 N HCl solution. The organic layer was washed with brine (50 ml), dried over Na2SO4, and concentrated in vacuo to give the... The reactants are [N+](=O)([O-])C=1C=C(C(C(=O)OC)=CC1)C(=O)OC (Dimethyl 4-nitrophthalate), COC1=CC=C([O-])C=C1.[Na+] (sodium 4-methoxyphenoxide). The solvent is CN(C)C=O (DMF). Yields the product COC1=CC=C(OC=2C=C(C(C(=O)OC)=CC2)C(=O)OC)C=C1 (dimethyl 4-(4-methoxyphenoxy)phthalate). RXN SMILES: [N+]([C:4]1[CH:5]=[C:6]([C:14]([O:16][CH3:17])=[O:15])[C:7](=[CH:12][CH:13]=1)[C:8]([O:10][CH3:11])=[O:9])([O-])=O.[CH3:18][O:19][C:20]1[CH:26]=[CH:25][C:23]([O-:24])=[CH:22][CH:21]=1.[Na+]>CN(C=O)C>[CH3:18][O:19][C:20]1[CH:26]=[CH:25][C:23]([O:24][C:4]2[CH:5]=[C:6]([C:14]([O:16][CH3:17])=[O:15])[C:7](=[CH:12][CH:13]=2)[C:8]([O:10][CH3:11])=[O:9])=[CH:22][CH:21]=1 |f:1.2|. Procedure details: Dimethyl 4-nitrophthalate was reacted in DMF with sodium 4-methoxyphenoxide to give dimethyl 4-(4-methoxyphenoxy)phthalate in analogy to a process known from the literature (J. Org. Chem. Vol. 42, No. 21, 1977, 3419-3425). After standard working up and chromatography using hexane/EA, the diester was isolated as a brownish oil. The reactants are O=C1Nc2ccc(Cl)cc2C1=Cc1ccc(Br)o1, O=C([O-])[O-], CN(C)c1ccc(B(O)O)cn1, [Cs+], [Cs+], C1COCCO1, O. Yields the product CN(C)c1ccc(-c2ccc(C=C3C(=O)Nc4ccc(Cl)cc43)o2)cn1. RXN SMILES: [Br:1][c:2]1[cH:3][cH:4][c:5]([CH:7]=[C:8]2[C:9](=[O:18])[NH:10][c:11]3[cH:12][cH:13][c:14]([Cl:17])[cH:15][c:16]32)[o:6]1.[C:19](=[O:20])([O-:21])[O-:22].[CH3:25][N:26]([c:27]1[cH:28][cH:29][c:30]([B:33]([OH:34])[OH:35])[cH:31][n:32]1)[CH3:36].[Cs+:23].[Cs+:24].[O:38]1[CH2:39][CH2:40][O:41][CH2:42][CH2:43]1.[OH2:37]>>[c:2]1(-[c:30]2[cH:29][cH:28][c:27]([N:26]([CH3:25])[CH3:36])[n:32][cH:31]2)[cH:3][cH:4][c:5]([CH:7]=[C:8]2[C:9](=[O:18])[NH:10][c:11]3[cH:12][cH:13][c:14]([Cl:17])[cH:15][c:16]32)[o:6]1.